From a dataset of the Open Reaction Database (ORD), a public repository of structured organic reaction records. describe an organic reaction: reactants, conditions, products, and yield The reactants are C(#N)C1=CC=CC(=N1)CC(C(C(C)C)=O)C1=C(C=C(C=C1)OC)NC(OC(C)(C)C)=O (tert-butyl {2-[1-(6-cyanopyridin-2-ylmethyl)-3-methyl-2-oxobutyl]-5-methoxyphenyl}carbamate), FC(C(=O)O)(F)F (trifluoroacetic acid), C(O)([O-])=O.[Na+] (sodium hydrogen carbonate). Run in ClCCl (dichloromethane). Run at time 2.75 hour. Yields the product C(C)(C)C=1NC2=CC(=CC=C2C1CC1=CC=CC(=N1)C#N)OC (6-(2-Isopropyl-6-methoxy-1H-indol-3-ylmethyl)pyridine-2-carbonitrile). The yield is 93.3%. As a reaction SMILES: [C:1]([C:3]1[N:8]=[C:7]([CH2:9][CH:10]([C:16]2[CH:21]=[CH:20][C:19]([O:22][CH3:23])=[CH:18][C:17]=2[NH:24]C(=O)OC(C)(C)C)[C:11](=O)[CH:12]([CH3:14])[CH3:13])[CH:6]=[CH:5][CH:4]=1)#[N:2].FC(F)(F)C(O)=O.C(=O)([O-])O.[Na+]>ClCCl>[CH:12]([C:11]1[NH:24][C:17]2[C:16]([C:10]=1[CH2:9][C:7]1[N:8]=[C:3]([C:1]#[N:2])[CH:4]=[CH:5][CH:6]=1)=[CH:21][CH:20]=[C:19]([O:22][CH3:23])[CH:18]=2)([CH3:14])[CH3:13] |f:2.3|. Procedure details: To a solution of tert-butyl {2-[1-(6-cyanopyridin-2-ylmethyl)-3-methyl-2-oxobutyl]-5-methoxyphenyl}carbamate (269 mg) in dichloromethane (13 mL) was added trifluoroacetic acid (2.6 mL) under ice-cooling, and the mixture was stirred at room temperature for 2.75 hours. To the reaction mixture was added a saturated aqueous sodium hydrogen carbonate solution. The organic layer was separated, washed with saturated brine, dried over anhydrous magnesium sulfate, and then concentrated under reduced pres... Reactants: N(CC(=O)N1[C@H](C(=O)O)CCC1)C(=O)OC(C)(C)C (Boc-Gly-Pro-OH), C1=CC(=CC=C1[N+](=O)[O-])O (p-nitrophenol), C1CCC(CC1)N=C=NC2CCCCC2 (DCC). Run in C(Cl)Cl (DCM). The product is C(=O)(NC1CCCCC1)NC1CCCCC1 (DCU). As a reaction SMILES: N(C(OC(C)(C)C)=O)CC(N1CCC[C@H]1C(O)=O)=[O:4].C1C([N+]([O-])=O)=CC=C(O)C=1.[CH2:30]1[CH2:35][CH2:34][CH:33]([N:36]=[C:37]=[N:38][CH:39]2[CH2:44][CH2:43][CH2:42][CH2:41][CH2:40]2)[CH2:32][CH2:31]1>C(Cl)Cl>[C:37]([NH:36][CH:33]1[CH2:32][CH2:31][CH2:30][CH2:35][CH2:34]1)([NH:38][CH:39]1[CH2:44][CH2:43][CH2:42][CH2:41][CH2:40]1)=[O:4]. Procedure: Boc-Gly-Pro-OH (2.8 g, 0.01 mol.) and p-nitrophenol (1.7 g, 0.012 mol.) were dissolved in DCM (100 ml) and DCC (2.1 g, 0.01 mol.) was added to the solution by portions while stirring the solution. A precipitate (dicyclohexylurea, DCU) soon formed. After stirring the solution at room temperature for 3.5 hours, TLC analysis (developing solvents:ethyl acetate/hexane, 3:1) showed that all the starting material Boc-Gly-Pro-OH was consumed. The Rf for the product Boc-Gly-Pro-ONp is 0.45 in this solven... The product is CS(=O)(=O)C=1C=C(C=CC1)NC=1C2=C(N=C(N1)C=1C=C(C(=O)OC)C=CC1)SC=N2 (methyl 3-(7-(3-(methylsulfonyl)phenylamino)thiazolo[5,4-d]pyrimidin-5-yl)benzoate). Reagents/catalysts: C=1C=CC(=CC1)[P](C=2C=CC=CC2)(C=3C=CC=CC3)[Pd]([P](C=4C=CC=CC4)(C=5C=CC=CC5)C=6C=CC=CC6)([P](C=7C=CC=CC7)(C=8C=CC=CC8)C=9C=CC=CC9)[P](C=1C=CC=CC1)(C=1C=CC=CC1)C=1C=CC=CC1 (Pd(PPh3)4). Run in O (water), O (water). RXN SMILES: Cl[C:2]1[N:3]=[C:4]([NH:11][C:12]2[CH:17]=[CH:16][CH:15]=[C:14]([S:18]([CH3:21])(=[O:20])=[O:19])[CH:13]=2)[C:5]2[N:10]=[CH:9][S:8][C:6]=2[N:7]=1.CC1(C)C(C)(C)OB([C:30]2[CH:31]=[C:32]([CH:37]=[CH:38][CH:39]=2)[C:33]([O:35][CH3:36])=[O:34])O1.C([O-])([O-])=O.[Na+].[Na+].O1CCOCC1>O.C1C=CC([P]([Pd]([P](C2C=CC=CC=2)(C2C=CC=CC=2)C2C=CC=CC=2)([P](C2C=CC=CC=2)(C2C=CC=CC=2)C2C=CC=CC=2)[P](C2C=CC=CC=2)(C2C=CC=CC=2)C2C=CC=CC=2)(C2C=CC=CC=2)C2C=CC=CC=2)=CC=1>[CH3:21][S:18]([C:14]1[CH:13]=[C:12]([NH:11][C:4]2[C:5]3[N:10]=[CH:9][S:8][C:6]=3[N:7]=[C:2]([C:30]3[CH:31]=[C:32]([CH:37]=[CH:38][CH:39]=3)[C:33]([O:35][CH3:36])=[O:34])[N:3]=2)[CH:17]=[CH:16][CH:15]=1)(=[O:20])=[O:19] |f:2.3.4,^1:57,59,78,97|. Yield: 57.7%. Reactants: ClC=1N=C(C2=C(N1)SC=N2)NC2=CC(=CC=C2)S(=O)(=O)C (5-chloro-N-(3-(methylsulfonyl)phenyl)thiazolo[5,4-d]pyrimidin-7-amine), CC1(OB(OC1(C)C)C=1C=C(C(=O)OC)C=CC1)C (methyl 3-(4,4,5,5-tetramethyl-1,3,2-dioxaborolan-2-yl)benzoate), C(=O)([O-])[O-].[Na+].[Na+] (Na2CO3), O1CCOCC1 (1,4-dioxane). Reported procedure: Under N2 atmosphere, 5-chloro-N-(3-(methylsulfonyl)phenyl)thiazolo[5,4-d]pyrimidin-7-amine (200 mg, 0.59 mmol), methyl 3-(4,4,5,5-tetramethyl-1,3,2-dioxaborolan-2-yl)benzoate (183 mg, 0.7 mmol), Pd(PPh3)4 (30 mg, 0.026 mmol) and Na2CO3 (127 mg, 1.2 mmol) in 5 mL of water was added into the mixture solvent of 5 mL of water and 50 mL of 1,4-dioxane. The mixture was stirred at reflux for 18 hours. The solvent was removed under reduce pressure and the residue was purified by silica gel chromatograph... Starting materials: CC(=O)OC(C)=O, CN(C)c1ccncc1, CCOC(C)=O, ClCCl, O=C(O)c1ccc(CO)o1, c1ccncc1. The product is CC(=O)OCc1ccc(C(=O)O)o1. RXN SMILES: [CH3:20][C:21](=[O:22])[O:23][C:24](=[O:25])[CH3:26].[CH3:27][N:28]([CH3:29])[c:30]1[cH:31][cH:32][n:33][cH:34][cH:35]1.[CH3:36][CH2:37][O:38][C:39](=[O:40])[CH3:41].[Cl:11][CH2:12][Cl:13].[OH:1][CH2:2][c:3]1[cH:4][cH:5][c:6]([C:8](=[O:9])[OH:10])[o:7]1.[cH:14]1[cH:15][cH:16][n:17][cH:18][cH:19]1>>[O:1]([CH2:2][c:3]1[cH:4][cH:5][c:6]([C:8](=[O:9])[OH:10])[o:7]1)[C:21]([CH3:20])=[O:22]. Starting materials: NC=1C=CC(=NC1)C#N (5-amino-2-pyridinecarbonitrile), [H-].[Na+] (sodium hydride), oil, FC(C1=CC=C(C=C1)[C@H]1N(CCC2=CC=CC=C12)C(=O)OC1=CC=C(C=C1)[N+](=O)[O-])(F)F ((R)-4-Nitrophenyl 1-(4-(trifluoromethyl)phenyl)-3,4-dihydroisoquinoline-2(1H)-carboxylate), O (H2O). The solvent is C1CCOC1 (THF). Reaction conditions: time 8 hour. The product is C(#N)C1=CC=C(C=N1)NC(=O)N1[C@@H](C2=CC=CC=C2CC1)C1=CC=C(C=C1)C(F)(F)F ((R)—N-(6-Cyanopyridin-3-yl)-1-(4-(trifluoromethyl)phenyl)-3,4-dihydroisoquinoline-2(1H)-carboxamide). Reaction SMILES: [NH2:1][C:2]1[CH:3]=[CH:4][C:5]([C:8]#[N:9])=[N:6][CH:7]=1.[H-].[Na+].[F:12][C:13]([F:43])([F:42])[C:14]1[CH:19]=[CH:18][C:17]([C@@H:20]2[C:29]3[C:24](=[CH:25][CH:26]=[CH:27][CH:28]=3)[CH2:23][CH2:22][N:21]2[C:30](OC2C=CC([N+]([O-])=O)=CC=2)=[O:31])=[CH:16][CH:15]=1.O>C1COCC1>[C:8]([C:5]1[N:6]=[CH:7][C:2]([NH:1][C:30]([N:21]2[CH2:22][CH2:23][C:24]3[C:29](=[CH:28][CH:27]=[CH:26][CH:25]=3)[C@H:20]2[C:17]2[CH:18]=[CH:19][C:14]([C:13]([F:42])([F:12])[F:43])=[CH:15][CH:16]=2)=[O:31])=[CH:3][CH:4]=1)#[N:9] |f:1.2|. Procedure: To a solution of 5-amino-2-pyridinecarbonitrile (81 mg, 678 μmol) in THF (1.0 mL) was added sodium hydride, 60% dispersion in mineral oil (17 mg, 452 μmol). The resulting mixture was then subjected to a microwave irradiation at 160° C. for 15 min. Then, (R)-4-nitrophenyl 1-(4-(trifluoromethyl)phenyl)-3,4-dihydroisoquinoline-2(1H)-carboxylate (100 mg, 226 example 88) was added and the mixture was stirred at RT for overnight. Then, H2O (0.5 mL) was added and the mixture was extracted with EtOAc (2... The reactants are CC(CO)C(=O)c1ccc(F)cc1, O, Cc1ccccc1C. The product is CC1Cc2cc(F)ccc2C1=O. Reaction SMILES: [F:1][c:2]1[cH:3][cH:4][c:5]([C:8]([CH:9]([CH2:10][OH:11])[CH3:12])=[O:13])[cH:6][cH:7]1.[OH2:22].[c:14]1([CH3:15])[c:16]([CH3:17])[cH:18][cH:19][cH:20][cH:21]1>>[F:1][c:2]1[cH:3][cH:4][c:5]2[c:6]([cH:7]1)[CH2:10][CH:9]([CH3:12])[C:8]2=[O:13].